This data is from the Open Reaction Database (ORD), a public repository of structured organic reaction records. The task is: describe an organic reaction: reactants, conditions, products, and yield Starting materials: O=C[C@H](O)[C@@H](O)[C@H](O)[C@H](O)C(=O)O (D-glucuronic acid), O=C[C@H](O)[C@@H](O)[C@H](O)[C@H](O)C(=O)O (D-glucuronic acid), ClC=1C=CC2=C([C@H](CNCC2)C)C1 ((R)-8-chloro-1-methyl-2,3,4,5-tetrahydro-1H-3-benzazepine), CC(=O)C (acetone). Run in C(C)(C)O (isopropanol), C(C)#N (acetonitrile), C(C)(=O)OCC (ethyl acetate). Conditions: time 8 hour. Yields the product O=C[C@H](O)[C@@H](O)[C@H](O)[C@H](O)C(=O)O.ClC=1C=CC2=C([C@H](CNCC2)C)C1 ((R)-8-Chloro-1-methyl-2,3,4,5-tetrahydro-1H-3-benzazepine glucuronate salt). Reaction SMILES: [O:1]=[CH:2][C@@H:3]([C@H:5]([C@@H:7]([C@@H:9]([C:11]([OH:13])=[O:12])[OH:10])[OH:8])[OH:6])[OH:4].[Cl:14][C:15]1[CH:16]=[CH:17][C:18]2[CH2:24][CH2:23][NH:22][CH2:21][C@H:20]([CH3:25])[C:19]=2[CH:26]=1.CC(C)=O>C(O)(C)C.C(#N)C.C(OCC)(=O)C>[O:1]=[CH:2][C@@H:3]([C@H:5]([C@@H:7]([C@@H:9]([C:11]([OH:13])=[O:12])[OH:10])[OH:8])[OH:6])[OH:4].[Cl:14][C:15]1[CH:16]=[CH:17][C:18]2[CH2:24][CH2:23][NH:22][CH2:21][C@H:20]([CH3:25])[C:19]=2[CH:26]=1 |f:6.7|. Procedure details: (R)-8-Chloro-1-methyl-2,3,4,5-tetrahydro-1H-3-benzazepine glucuronate salt was prepared by addition of a molar equivalent of D-glucuronic acid to a solution of (R)-8-chloro-1-methyl-2,3,4,5-tetrahydro-1H-3-benzazepine in isopropanol, acetonitrile, ethyl acetate, or acetone at 60° C. D-glucuronic acid, dissolved in the corresponding solvent at 60° C., was added dropwise with vigorous stirring. Precipitation occurred immediately and the suspension was allowed to cool and stir overnight. The result... The reactants are C[C@H](C1=CC=CC=C1)C(=O)O (R-(-)-2-phenylpropionic acid), O.OC1=CC=CC=2NN=NC21 (hydroxybenzotriazole, hydrate), C1(CCCCC1)N=C=NC1CCCCC1 (dicyclohexylcarbodiimide), Cl.N[C@H]1[C@@H](CC2=CC=CC=C2C1)O (racemic trans-3-amino-1,2,3,4-tetrahydro-2-naphthalenol, hydrochloride), CN1CCOCC1 (N-methylmorpholin). Run in C(C)(=O)OCC (ethyl acetate), C(Cl)Cl (methylene chloride), C(Cl)Cl (methylene chloride). Reaction conditions: temperature 0 celsius. Yields the product C1(=CC=CC=C1)[C@H](C(=O)N[C@H]1[C@@H](CC2=CC=CC=C2C1)O)C (Trans-N-[(2R)-2-phenylpropanoyl]-3-amino-1,2,3,4-tetrahydro-2-naphthalenol). Isolated yield 23.4%. Reaction SMILES: [CH3:1][C@@H:2]([C:9]([OH:11])=O)[C:3]1[CH:8]=[CH:7][CH:6]=[CH:5][CH:4]=1.O.OC1C2N=NNC=2C=CC=1.C1(N=C=NC2CCCCC2)CCCCC1.Cl.[NH2:39][C@@H:40]1[CH2:49][C:48]2[C:43](=[CH:44][CH:45]=[CH:46][CH:47]=2)[CH2:42][C@H:41]1[OH:50].CN1CCOCC1>C(Cl)Cl.C(OCC)(=O)C>[C:3]1([C@@H:2]([CH3:1])[C:9]([NH:39][C@@H:40]2[CH2:49][C:48]3[C:43](=[CH:44][CH:45]=[CH:46][CH:47]=3)[CH2:42][C@H:41]2[OH:50])=[O:11])[CH:4]=[CH:5][CH:6]=[CH:7][CH:8]=1 |f:1.2,4.5|. Procedure: Under argon to a solution of R-(-)-2-phenylpropionic acid (505 mg) in methylene chloride (10 ml) at 0° C. was added hydroxybenzotriazole, hydrate (530 mg) and dicyclohexylcarbodiimide (718 mg). The mixture was stirred at 0° C. for 10 minutes before addition of racemic trans-3-amino-1,2,3,4-tetrahydro-2-naphthalenol, hydrochloride (723 mg) and N-methylmorpholin (438 mg) in methylene chloride (5 ml). Stirring was maintained at 0° C. for 3 hours and at room temperature overnight. The reaction mixtu...